From a dataset of the Open Reaction Database (ORD), a public repository of structured organic reaction records. describe an organic reaction: reactants, conditions, products, and yield The reactants are Example 175, O (Water), BrC=1SC(=CC1)Br (2,5-dibromothiophene), C(CCC)[Li] (n-butyl lithium), O1C=CC2=C1C=CC(=C2)C=O (benzofuran-5-carbaldehyde). Run in O1CCCC1 (tetrahydrofuran). Reaction conditions: time 40 minute. The product is O1C=CC2=C1C=CC(=C2)C(O)C=2SC(=CC2)Br (Benzofuran-5-yl-(5-bromo-thiophen-2-yl)-methanol). The yield is 81.0%. As a reaction SMILES: [Br:1][C:2]1[S:3][C:4](Br)=[CH:5][CH:6]=1.C([Li])CCC.[O:13]1[C:17]2[CH:18]=[CH:19][C:20]([CH:22]=[O:23])=[CH:21][C:16]=2[CH:15]=[CH:14]1.O>O1CCCC1>[O:13]1[C:17]2[CH:18]=[CH:19][C:20]([CH:22]([C:4]3[S:3][C:2]([Br:1])=[CH:6][CH:5]=3)[OH:23])=[CH:21][C:16]=2[CH:15]=[CH:14]1. Reported procedure: To a solution of 2,5-dibromothiophene (2.05 g, 8.48 mmol) in tetrahydrofuran (25 mL) was added n-butyl lithium (3.48 mL, 8.48 mmol) at −78° C., and the solution was stirred for 40 minutes. Then, benzofuran-5-carbaldehyde described in Preparation Example 175 (1.24 g, 8.48 mmol) was added to this reaction solution at −78° C., and the solution was stirred at room temperature for 75 minutes. Water was added to the reaction solution, which was then extracted with ethyl acetate, and the organic layer ... Reactants: NC=1N=C(C2=C(N1)C1=C(CCC2)C=CC=C1)N1CC2N(CCCC2C1)C(=O)OC(C)(C)C (tert-butyl 6-(2-amino-6,7-dihydro-5H-benzo[6,7]cyclohepta[1,2-d]pyrimidin-4-yl)octahydro-1H-pyrrolo[3,4-b]pyridine-1-carboxylate), FC(C(=O)O)(F)F (trifluoroacetic acid). The solvent is C(Cl)Cl (CH2Cl2). Run at time 2 hour. The product is N1C2C(CCC1)CN(C2)C=2C1=C(N=C(N2)N)C2=C(CCC1)C=CC=C2 (4-octahydro-6H-pyrrolo[3,4-b]pyridin-6-yl-6,7-dihydro-5H-benzo[6,7]cyclohepta[1,2-d]pyrimidin-2-amine). Reaction SMILES: [NH2:1][C:2]1[N:3]=[C:4]([N:17]2[CH2:25][CH:24]3[CH:19]([N:20](C(OC(C)(C)C)=O)[CH2:21][CH2:22][CH2:23]3)[CH2:18]2)[C:5]2[CH2:12][CH2:11][CH2:10][C:9]3[CH:13]=[CH:14][CH:15]=[CH:16][C:8]=3[C:6]=2[N:7]=1.FC(F)(F)C(O)=O>C(Cl)Cl>[NH:20]1[CH2:21][CH2:22][CH2:23][CH:24]2[CH2:25][N:17]([C:4]3[C:5]4[CH2:12][CH2:11][CH2:10][C:9]5[CH:13]=[CH:14][CH:15]=[CH:16][C:8]=5[C:6]=4[N:7]=[C:2]([NH2:1])[N:3]=3)[CH2:18][CH:19]12. Procedure details: A solution of Example 59D in CH2Cl2 (2 mL) was treated with trifluoroacetic acid (0.5 mL), stirred for 2 hours, concentrated and partitioned between 1M NaOH solution and CH2Cl2. The organic layer was isolated, dried over MgSO4 and concentrated to yield the title product. 1H NMR (CDCl3) δ 0.86 (m, 1H), 1.77 (m, 5H), 2.16 (m, 2H), 2.30 (m, 1H), 2.64 (m, 3H), 3.03 (m, 1H), 3.43 (m, 3H), 3.87 (m, 2H), 4.73 (bs, 2H), 7.19 (m, 1H), 7.33, (m, 2H), 7.75 (m, 1H). MS (M+H)+ m/z 336. Reactants: O[C@]1(O[C@@H](C[C@H](C1)O)CCC1=CC=CC=C1)[C@H]1N(C(SC1)=O)CC1=CC=C(C=C1)OC ((R)-4-((2R,4R,6R)-2,4-dihydroxy-6-phenethyl-tetrahydro-2H-pyran-2-yl)-3-(4-methoxybenzyl)thiazolidin-2-one), O[C@]1(O[C@@H](C[C@@H](C1)O)CCCC=C)[C@H]1N(C(SC1)=O)CC1=CC=C(C=C1)OC ((R)-4-((2R,4S,6R)-2,4-dihydroxy-6-(pent-4-enyl)-tetrahydro-2H-pyran-2-yl)-3-(4-methoxybenzyl)thiazolidin-2-one). Product: O[C@H]1C[C@](O[C@@H](C1)CCC1=CC=CC=C1)(OC)[C@H]1N(C(SC1)=O)CC1=CC=C(C=C1)OC ((R)-4-((2R,4R,6R)-4-Hydroxy-2-methoxy-6-phenethyl-tetrahydro-2H-pyran-2-yl)-3-(4-methoxybenzyl)thiazolidin-2-one). Reaction SMILES: [OH:1][C@:2]1([C@@H:17]2[CH2:21][S:20][C:19](=[O:22])[N:18]2[CH2:23][C:24]2[CH:29]=[CH:28][C:27]([O:30][CH3:31])=[CH:26][CH:25]=2)[CH2:7][C@H:6]([OH:8])[CH2:5][C@@H:4]([CH2:9][CH2:10][C:11]2[CH:16]=[CH:15][CH:14]=[CH:13][CH:12]=2)[O:3]1.O[C@:33]1([C@@H]2CSC(=O)N2CC2C=CC(OC)=CC=2)C[C@@H](O)C[C@@H](CCCC=C)O1>>[OH:8][C@@H:6]1[CH2:5][C@@H:4]([CH2:9][CH2:10][C:11]2[CH:16]=[CH:15][CH:14]=[CH:13][CH:12]=2)[O:3][C@:2]([C@@H:17]2[CH2:21][S:20][C:19](=[O:22])[N:18]2[CH2:23][C:24]2[CH:29]=[CH:28][C:27]([O:30][CH3:31])=[CH:26][CH:25]=2)([O:1][CH3:33])[CH2:7]1. Procedure: Application of the method shown in Example 13, with the modification that (R)-4-((2R,4R,6R)-2,4-dihydroxy-6-phenethyl-tetrahydro-2H-pyran-2-yl)-3-(4-methoxybenzyl)thiazolidin-2-one is substituted for (R)-4-((2R,4S,6R)-2,4-dihydroxy-6-(pent-4-enyl)-tetrahydro-2H-pyran-2-yl)-3-(4-methoxybenzyl)thiazolidin-2-one, affords the title compound. Reactants: C(C)N(C(C1=CC=C(C=C1)C)=O)CC (N,N-diethyl-4-methyl-benzamide), CN(C)C=O (DMF), Tetramethylethyleneamine, C(C)(CC)[Li] (s-Butyl lithium), Cl (HCl). Run in C1CCOC1 (THF), CCCCCC.C(C)(=O)OCC (hexane ethyl acetate), C1CCOC1 (THF). Run at temperature 78 celsius, time 10 minute. Product: C(C)N(C(C1=C(C=C(C=C1)C)C=O)=O)CC (N,N-Diethyl-2-formyl-4-methyl-benzamide). As a reaction SMILES: C([Li])(CC)C.[CH2:6]([N:8]([CH2:18][CH3:19])[C:9](=[O:17])[C:10]1[CH:15]=[CH:14][C:13]([CH3:16])=[CH:12][CH:11]=1)[CH3:7].CN([CH:23]=[O:24])C.Cl>C1COCC1.CCCCCC.C(OCC)(=O)C>[CH2:18]([N:8]([CH2:6][CH3:7])[C:9](=[O:17])[C:10]1[CH:15]=[CH:14][C:13]([CH3:16])=[CH:12][C:11]=1[CH:23]=[O:24])[CH3:19] |f:5.6|. Reported procedure: Tetramethylethyleneamine (6.20 g, 5336 mmol, 8.05 mL) was dissolved in anhydrous THF (100 mL) under argon and cooled to minus 78° C. s-Butyl lithium (1.30M, 53.36 mmol, 41.04 mL) was added to the solution slowly via syringe. The solution was stirred for 10 min at minus 78° C., then N,N-diethyl-4-methyl-benzamide (9.28 g, 48.51 mmol), dissolved in 50 mL of anhydrous THF was added to the reaction mixture over 15 min. The reaction was stirred for 1 h at minus 78° C. , the DMF (7.09 g, 97.02 mol, 7.... Starting materials: C(C)(C)(C)OC(=O)N1CC2=CC=CC=C2CC1CCC(=O)O (3-(2-(tert-butoxycarbonyl)-1,2,3,4-tetrahydroisoquinolin-3-yl)propanoic acid), C1=CN(C=N1)C(=O)N2C=CN=C2 (CDI), Cl.CNOC (N,O-dimethylhydroxylamine hydrochloride). Solvent: ClCCl (dichloromethane). Reaction conditions: time 40 minute. The product is CON(C(CCC1N(CC2=CC=CC=C2C1)C(=O)OC(C)(C)C)=O)C (tert-butyl 3-(3-(methoxy(methyl)amino)-3-oxopropyl)-3,4-dihydroisoquinoline-2(1H)-carboxylate). Isolated yield 97.9%. Reaction SMILES: [C:1]([O:5][C:6]([N:8]1[CH:17]([CH2:18][CH2:19][C:20](O)=[O:21])[CH2:16][C:15]2[C:10](=[CH:11][CH:12]=[CH:13][CH:14]=2)[CH2:9]1)=[O:7])([CH3:4])([CH3:3])[CH3:2].C1N=CN(C(N2C=NC=C2)=O)C=1.Cl.[CH3:36][NH:37][O:38][CH3:39]>ClCCl>[CH3:39][O:38][N:37]([CH3:36])[C:20](=[O:21])[CH2:19][CH2:18][CH:17]1[CH2:16][C:15]2[C:10](=[CH:11][CH:12]=[CH:13][CH:14]=2)[CH2:9][N:8]1[C:6]([O:5][C:1]([CH3:4])([CH3:2])[CH3:3])=[O:7] |f:2.3|. Procedure details: A solution of 3-(2-(tert-butoxycarbonyl)-1,2,3,4-tetrahydroisoquinolin-3-yl)propanoic acid (7.7 g, 25.2 mmol) in dichloromethane (200 mL, 0.13 M) was treated with CDI (6.1 g, 37.8 mmol) in three portions over 10 min with vigorous stirring. After the addition was complete, the mixture was stirred for an additional 40 min and treated with N,O-dimethylhydroxylamine hydrochloride (3.7 g, 37.2 mmol) and stirred overnight. The resulting solution was washed successively with water, 1 M HCl, 1 M NaOH, s... Starting materials: BrCCOC1=C(C=CC=C1)C (2-bromo-1-(2-methylphenoxy)ethane), CC=1SC2=C(N1)C=C(C=C2)OC[C@@H](CN2CCNCC2)O ((2R)-3-(2-methylbenzothiazol-5-yloxy)-1-piperazinylpropan-2-ol), CCN(C(C)C)C(C)C (DIEA), Example 3A. The solvent is CCO (EtOH). The product is CC=1SC2=C(N1)C=C(C=C2)OC[C@@H](CN2CCN(CC2)CCOC2=C(C=CC=C2)C)O ((2R)-1-(2-methylbenzothiazol-5-yloxy)-3-{4-[2-(2-methylphenoxy)ethyl]piperazinyl }propan-2-ol). As a reaction SMILES: Br[CH2:2][CH2:3][O:4][C:5]1[CH:10]=[CH:9][CH:8]=[CH:7][C:6]=1[CH3:11].[CH3:12][C:13]1[S:14][C:15]2[CH:21]=[CH:20][C:19]([O:22][CH2:23][C@H:24]([OH:32])[CH2:25][N:26]3[CH2:31][CH2:30][NH:29][CH2:28][CH2:27]3)=[CH:18][C:16]=2[N:17]=1.CCN(C(C)C)C(C)C>CCO>[CH3:12][C:13]1[S:14][C:15]2[CH:21]=[CH:20][C:19]([O:22][CH2:23][C@H:24]([OH:32])[CH2:25][N:26]3[CH2:27][CH2:28][N:29]([CH2:2][CH2:3][O:4][C:5]4[CH:10]=[CH:9][CH:8]=[CH:7][C:6]=4[CH3:11])[CH2:30][CH2:31]3)=[CH:18][C:16]=2[N:17]=1. Procedure details: To a solution of 2-bromo-1-(2-methylphenoxy)ethane (1.09 g, 5.09 mmol, crude) in EtOH (15 mL) was added (2R)-3-(2-methylbenzothiazol-5-yloxy)-1-piperazinylpropan-2-ol as prepared in Example 3A (250 mg, 0.81 mmol) and DIEA (1.5 mL, 8.6 mmol). The solution was stirred at reflux for 14 hours. Upon cooling, the solution was concentrated to an oil and then purified on an Isco™ (100% EtOAc hold 2 min, 8 min. gradient to 20% MeOH/EtOAc, hold 10 min) to afford (2R)-1-(2-methylbenzothiazol-5-yloxy)-3-{4-... Reactants: CCCS(=O)(=O)Cl, ClCCl, Nc1ccc2oc(-c3ccccc3)nc2c1, c1ccncc1. The product is CCCS(=O)(=O)Nc1ccc2oc(-c3ccccc3)nc2c1. RXN SMILES: [CH2:23]([CH2:24][CH3:25])[S:26](=[O:27])(=[O:28])[Cl:29].[Cl:30][CH2:31][Cl:32].[c:1]1(-[c:7]2[o:8][c:9]3[c:10]([n:11]2)[cH:12][c:13]([NH2:16])[cH:14][cH:15]3)[cH:2][cH:3][cH:4][cH:5][cH:6]1.[cH:17]1[cH:18][cH:19][n:20][cH:21][cH:22]1>>[c:1]1(-[c:7]2[o:8][c:9]3[c:10]([n:11]2)[cH:12][c:13]([NH:16][S:26]([CH2:23][CH2:24][CH3:25])(=[O:27])=[O:28])[cH:14][cH:15]3)[cH:2][cH:3][cH:4][cH:5][cH:6]1. Reactants: Clc1cc(CBr)c(Cl)s1, c1ccc(P(c2ccccc2)c2ccccc2)cc1, c1ccccc1. Product: [Br-], Clc1cc(C[P+](c2ccccc2)(c2ccccc2)c2ccccc2)c(Cl)s1. RXN SMILES: [Cl:1][c:2]1[s:3][c:4]([Cl:9])[cH:5][c:6]1[CH2:7][Br:8].[c:10]1([P:16]([c:17]2[cH:18][cH:19][cH:20][cH:21][cH:22]2)[c:23]2[cH:24][cH:25][cH:26][cH:27][cH:28]2)[cH:11][cH:12][cH:13][cH:14][cH:15]1.[cH:29]1[cH:30][cH:31][cH:32][cH:33][cH:34]1>>[Br-:8].[Cl:1][c:2]1[s:3][c:4]([Cl:9])[cH:5][c:6]1[CH2:7][P+:16]([c:10]1[cH:11][cH:12][cH:13][cH:14][cH:15]1)([c:17]1[cH:18][cH:19][cH:20][cH:21][cH:22]1)[c:23]1[cH:24][cH:25][cH:26][cH:27][cH:28]1.